This data is from the Open Reaction Database (ORD), a public repository of structured organic reaction records. The task is: describe an organic reaction: reactants, conditions, products, and yield Reactants: [H-].[Na+] (sodium hydride), BrC=1C=CC=2NC3=CC=C(C=C3C2C1)Br (3,6-dibromo-9H-carbazole), BrCCCCBr (1,4-dibromobutane). The solvent is CN(C)C=O (DMF). Reaction conditions: time 5 minute. Yields the product N-hexane ethyl acetate, BrC=1C=CC=2N(C3=CC=C(C=C3C2C1)Br)C(CCC)Br (3,6-dibromo-9-(1-bromobutyl)carbazole). The yield is 65.0%. RXN SMILES: [H-].[Na+].[Br:3][C:4]1[CH:5]=[CH:6][C:7]2[NH:8][C:9]3[C:14]([C:15]=2[CH:16]=1)=[CH:13][C:12]([Br:17])=[CH:11][CH:10]=3.[Br:18][CH2:19][CH2:20][CH2:21][CH2:22]Br>CN(C=O)C>[Br:17][C:12]1[CH:11]=[CH:10][C:9]2[N:8]([CH:19]([Br:18])[CH2:20][CH2:21][CH3:22])[C:7]3[C:15]([C:14]=2[CH:13]=1)=[CH:16][C:4]([Br:3])=[CH:5][CH:6]=3 |f:0.1|. Procedure details: Under a nitrogen atmosphere, sodium hydride (0.3 g, 12.5 mmol, Aldrich) was added to a solution of 3,6-dibromo-9H-carbazole (2 g, 6.1 mmol, Aldrich) in DMF (10 ml). The mixture was stirred for 5 min, 1,4-dibromobutane (3.9 g, 18 mmol, Aldrich) was added, and the mixture was refluxed for 12 h. Flash chromatography (N-hexane/ethyl acetate 2:1) gave 3,6-dibromo-9-(1-bromobutyl)carbazole (yield: 65%). A solution of the obtained compound (1.84 g, 4 mmol) and piperidine (0.68 g, 8 mmol, Aldrich) in et... The reactants are O=C([O-])[O-], CN(C)C=O, Clc1ccc(-c2noc(-c3[nH]ccc3Cl)n2)cc1, CI, [K+], [K+], O. Product: Cn1ccc(Cl)c1-c1nc(-c2ccc(Cl)cc2)no1. Reaction SMILES: [C:21](=[O:22])([O-:23])[O-:24].[CH3:28][N:29]([CH3:30])[CH:31]=[O:32].[Cl:1][c:2]1[cH:3][cH:4][c:5](-[c:8]2[n:9][o:10][c:11](-[c:13]3[nH:14][cH:15][cH:16][c:17]3[Cl:18])[n:12]2)[cH:6][cH:7]1.[I:19][CH3:20].[K+:25].[K+:26].[OH2:27]>>[Cl:1][c:2]1[cH:3][cH:4][c:5](-[c:8]2[n:9][o:10][c:11](-[c:13]3[n:14]([CH3:21])[cH:15][cH:16][c:17]3[Cl:18])[n:12]2)[cH:6][cH:7]1. RXN SMILES: [O:1]=[C:2]([NH:14][CH2:15][C:16](=O)[C:17]1[CH:22]=[CH:21][CH:20]=[C:19]([C:23]([F:26])([F:25])[F:24])[CH:18]=1)[CH2:3][N:4]1[CH:8]=[C:7]([C:9]([O:11][CH2:12][CH3:13])=[O:10])[CH:6]=[N:5]1.O>P(Cl)(Cl)(Cl)=O>[F:24][C:23]([F:26])([F:25])[C:19]1[CH:18]=[C:17]([C:16]2[O:1][C:2]([CH2:3][N:4]3[CH:8]=[C:7]([C:9]([O:11][CH2:12][CH3:13])=[O:10])[CH:6]=[N:5]3)=[N:14][CH:15]=2)[CH:22]=[CH:21][CH:20]=1. Yield: 71.9%. Procedure: The compound (0.73 g) obtained in Example 124a was dissolved in phosphorus oxychloride (10 mL), and the mixture was stirred at 110-130° C. overnight with heating. The reaction mixture was cooled to room temperature, slowly poured into water, and the mixture was extracted with ethyl acetate. The ethyl acetate layer was dried over sodium sulfate, and concentrated under reduced pressure. The residue was purified by column chromatography (carrier: silica gel, eluent: petroleum ether-ethyl acetate) t... Solvent: P(=O)(Cl)(Cl)Cl (phosphorus oxychloride). Reaction conditions: temperature 120 celsius, time 8 hour. Yields the product FC(C=1C=C(C=CC1)C1=CN=C(O1)CN1N=CC(=C1)C(=O)OCC)(F)F (ethyl 1-({5-[3-(trifluoromethyl)phenyl]-1,3-oxazol-2-yl}methyl)-1H-pyrazole-4-carboxylate). Reactants: O=C(CN1N=CC(=C1)C(=O)OCC)NCC(C1=CC(=CC=C1)C(F)(F)F)=O (ethyl 1-[2-oxo-2-({2-oxo-2-[3-(trifluoromethyl)phenyl]ethyl}amino)ethyl]-1H-pyrazole-4-carboxylate), O (water). Reactants: C(C=C)[C@@]1(C(N([C@@H]([C@H](C1)C1=CC(=CC=C1)Cl)C1=CC=C(C=C1)Cl)[C@H](CNCC(C)(C)O)CC)=O)C ((3S,5R,6S)-3-allyl-5-(3-chlorophenyl)-6-(4-chlorophenyl)-1-((S)-1-(2-hydroxy-2-methylpropylamino)butan-2-yl)-3-methylpiperidin-2-one), C(=O)(N1C=NC=C1)N1C=NC=C1 (carbonyldiimidazole). Run in O1CCOCC1 (dioxane). Yields the product C(C=C)[C@@]1(C(N([C@@H]([C@H](C1)C1=CC(=CC=C1)Cl)C1=CC=C(C=C1)Cl)[C@H](CN1C(OC(C1)(C)C)=O)CC)=O)C (3-((S)-2-((3S,5R,6S)-3-allyl-5-(3-chlorophenyl)-6-(4-chlorophenyl)-3-methyl-2-oxopiperidin-1-yl)butyl)-5,5-dimethyloxazolidin-2-one). As a reaction SMILES: [CH2:1]([C@@:4]1([CH3:35])[CH2:9][C@H:8]([C:10]2[CH:15]=[CH:14][CH:13]=[C:12]([Cl:16])[CH:11]=2)[C@@H:7]([C:17]2[CH:22]=[CH:21][C:20]([Cl:23])=[CH:19][CH:18]=2)[N:6]([C@@H:24]([CH2:32][CH3:33])[CH2:25][NH:26][CH2:27][C:28]([OH:31])([CH3:30])[CH3:29])[C:5]1=[O:34])[CH:2]=[CH2:3].[C:36](N1C=CN=C1)(N1C=CN=C1)=[O:37]>O1CCOCC1>[CH2:1]([C@@:4]1([CH3:35])[CH2:9][C@H:8]([C:10]2[CH:15]=[CH:14][CH:13]=[C:12]([Cl:16])[CH:11]=2)[C@@H:7]([C:17]2[CH:18]=[CH:19][C:20]([Cl:23])=[CH:21][CH:22]=2)[N:6]([C@@H:24]([CH2:32][CH3:33])[CH2:25][N:26]2[CH2:27][C:28]([CH3:29])([CH3:30])[O:31][C:36]2=[O:37])[C:5]1=[O:34])[CH:2]=[CH2:3]. Procedure: To a solution of 42 mg (0.081 mmol) of (3S,5R,6S)-3-allyl-5-(3-chlorophenyl)-6-(4-chlorophenyl)-1-((S)-1-(2-hydroxy-2-methylpropylamino)butan-2-yl)-3-methylpiperidin-2-one (Example 100, Step A) in dioxane (2705 μL) was added carbonyldiimidazole (132 mg, 0.812 mmol). The reaction was heated to 100° for 6 h. Purification of the residue by reversed phase HPLC (Sunfire™ Prep C18 OBD 10 μm column (Waters, Milford, Mass.) (eluent: 60 to 85% MeCN/water (0.1% TFA), gradient elution) provided the title c... Reactants: FC1=CC=C(C=C1)SC[C@H](CCC)N[C@@H]1CC[C@H](CC1)C1=CC2=C(NC(O2)=O)C=C1 ((S)-6-{trans-4-[1-(4-Fluorophenylsulfanyl)pentan-2-ylamino]cyclohexyl}-3H-benzoxazol-2-one), C(C)=O (acetaldehyde), C(C)(=O)O[BH-](OC(C)=O)OC(C)=O.[Na+] (sodium triacetoxyborohydride). Solvent: C1CCOC1 (THF). Reaction conditions: time 0.25 hour. Yields the product C(C)N([C@@H]1CC[C@H](CC1)C1=CC2=C(NC(O2)=O)C=C1)[C@H](CSC1=CC=C(C=C1)F)CCC ((S)-6-{trans-4-[Ethyl(1-(4-fluorophenylsulfanyl)pentan-2-yl)amino]-cyclohexyl}-3H-benzoxazol-2-one). The yield is 67.6%. As a reaction SMILES: [F:1][C:2]1[CH:7]=[CH:6][C:5]([S:8][CH2:9][C@@H:10]([NH:14][C@H:15]2[CH2:20][CH2:19][C@H:18]([C:21]3[CH:30]=[CH:29][C:24]4[NH:25][C:26](=[O:28])[O:27][C:23]=4[CH:22]=3)[CH2:17][CH2:16]2)[CH2:11][CH2:12][CH3:13])=[CH:4][CH:3]=1.[CH:31](=O)[CH3:32].C(O[BH-](OC(=O)C)OC(=O)C)(=O)C.[Na+]>C1COCC1>[CH2:31]([N:14]([C@@H:10]([CH2:11][CH2:12][CH3:13])[CH2:9][S:8][C:5]1[CH:6]=[CH:7][C:2]([F:1])=[CH:3][CH:4]=1)[C@H:15]1[CH2:16][CH2:17][C@H:18]([C:21]2[CH:30]=[CH:29][C:24]3[NH:25][C:26](=[O:28])[O:27][C:23]=3[CH:22]=2)[CH2:19][CH2:20]1)[CH3:32] |f:2.3|. Procedure: To (a) (S)-6-{trans-4-[1-(4-fluorophenylsulfanyl)pentan-2-ylamino]cyclohexyl}-3H-benzoxazol-2-one (292 mg, 0.687 mmol) in THF (10 mL) was added acetaldehyde (30 mg, 0.68 mmol) and 4 Å molecular sieves. After stirring for 0.25 hours, sodium triacetoxyborohydride (204 mg, 0.962 mmol) was added. The reaction mixture was stirred for 0.75 hours then concentrated under reduced pressure. The crude residue was taken up in methanol (10 mL), and solid NaOH was added until the pH was >8. The solution was c... Starting materials: CC(C)c1ccc(OC2CCC3(CC2)SCC(C(=O)NCCC(=O)OCc2ccccc2)N3C(=O)c2ccccc2)cc1, CCO, CCOC(C)=O, Cl, [Na+], [OH-], O. The product is CC(C)c1ccc(OC2CCC3(CC2)SCC(C(=O)NCCC(=O)O)N3C(=O)c2ccccc2)cc1. RXN SMILES: [C:1]([c:2]1[cH:3][cH:4][cH:5][cH:6][cH:7]1)(=[O:8])[N:9]1[CH:10]([C:29](=[O:30])[NH:31][CH2:32][CH2:33][C:34](=[O:35])[O:36][CH2:37][c:38]2[cH:39][cH:40][cH:41][cH:42][cH:43]2)[CH2:11][S:12][C:13]12[CH2:14][CH2:15][CH:16]([O:19][c:20]1[cH:21][cH:22][c:23]([CH:26]([CH3:27])[CH3:28])[cH:24][cH:25]1)[CH2:17][CH2:18]2.[CH3:48][CH2:49][OH:50].[CH3:51][CH2:52][O:53][C:54](=[O:55])[CH3:56].[ClH:47].[Na+:45].[OH-:44].[OH2:46]>>[C:1]([c:2]1[cH:3][cH:4][cH:5][cH:6][cH:7]1)(=[O:8])[N:9]1[CH:10]([C:29](=[O:30])[NH:31][CH2:32][CH2:33][C:34](=[O:35])[OH:36])[CH2:11][S:12][C:13]12[CH2:14][CH2:15][CH:16]([O:19][c:20]1[cH:21][cH:22][c:23]([CH:26]([CH3:27])[CH3:28])[cH:24][cH:25]1)[CH2:17][CH2:18]2.